This data is from the Open Reaction Database (ORD), a public repository of structured organic reaction records. The task is: describe an organic reaction: reactants, conditions, products, and yield Reactants: O=C([O-])[O-], CC(C)(C)OC(=O)c1ccc(-c2ccccc2)cc1NC(=O)c1cc(I)ccc1OCc1ccccc1, CC(C)(C)C(=O)CC(=O)C(C)(C)C, CCOC(C)=O, CN1CCCC1=O, Cl[Cu], [Cs+], [Cs+], Oc1ccccc1, O=C(O)CC(O)(CC(=O)O)C(=O)O. The product is CC(C)(C)OC(=O)c1ccc(-c2ccccc2)cc1NC(=O)c1cc(Oc2ccccc2)ccc1OCc1ccccc1. Reaction SMILES: [C:8](=[O:9])([O-:10])[O-:11].[CH2:27]([c:28]1[cH:29][cH:30][cH:31][cH:32][cH:33]1)[O:34][c:35]1[c:36]([C:37](=[O:38])[NH:39][c:40]2[c:41]([C:42](=[O:43])[O:44][C:45]([CH3:46])([CH3:47])[CH3:48])[cH:49][cH:50][c:51](-[c:53]3[cH:54][cH:55][cH:56][cH:57][cH:58]3)[cH:52]2)[cH:59][c:60]([I:63])[cH:61][cH:62]1.[CH3:14][C:15]([CH3:16])([C:17](=[O:18])[CH2:19][C:20](=[O:21])[C:22]([CH3:23])([CH3:24])[CH3:25])[CH3:26].[CH3:79][CH2:80][O:81][C:82](=[O:83])[CH3:84].[CH3:85][N:86]1[CH2:87][CH2:88][CH2:89][C:90]1=[O:91].[Cl:77][Cu:78].[Cs+:12].[Cs+:13].[OH:1][c:2]1[cH:3][cH:4][cH:5][cH:6][cH:7]1.[OH:64][C:65]([CH2:66][C:67]([C:68](=[O:69])[OH:70])([CH2:71][C:72](=[O:73])[OH:74])[OH:75])=[O:76]>>[O:1]([c:2]1[cH:3][cH:4][cH:5][cH:6][cH:7]1)[c:60]1[cH:59][c:36]([C:37](=[O:38])[NH:39][c:40]2[c:41]([C:42](=[O:43])[O:44][C:45]([CH3:46])([CH3:47])[CH3:48])[cH:49][cH:50][c:51](-[c:53]3[cH:54][cH:55][cH:56][cH:57][cH:58]3)[cH:52]2)[c:35]([O:34][CH2:27][c:28]2[cH:29][cH:30][cH:31][cH:32][cH:33]2)[cH:62][cH:61]1. Starting materials: polysaccharide, O=C[C@H](O)[C@@H](O)[C@@H](O)[C@H](O)CO (galactose), O=C[C@H](O)[C@@H](O)[C@H](O)[C@H](O)CO (glucose). Yields the product O=C[C@H](O)[C@H](O)[C@@H](O)[C@@H](O)C (rhamnose). As a reaction SMILES: [O:1]=[CH:2][C@@H:3]([C@H:5]([C@H:7]([C@@H:9]([CH2:11]O)[OH:10])[OH:8])[OH:6])[OH:4].O=C[C@@H]([C@H]([C@@H]([C@@H](CO)O)O)O)O>>[O:1]=[CH:2][C@@H:3]([C@@H:5]([C@H:7]([C@H:9]([CH3:11])[OH:10])[OH:8])[OH:6])[OH:4]. Procedure: a polysaccharide consisting of galactose, glucose and rhamnose (5:1:1) is obtained by the strain Lactobacillus bulgaricus rr (ref. 10); Reactants: ClC1=CC=C(C(=O)C2=C(C=C(C=C2)C)C)C=C1 (4-chloro-2',4'-dimethylbenzophenone), [F-].[Cs+] (cesium fluoride), CN1C(CCC1)=O (N-methylpyrrolidone), C1=CC=CC=C1 (benzene). Solvent: O (water). Reaction conditions: time 15 hour. Yields the product FC1=CC=C(C(=O)C2=C(C=C(C=C2)C)C)C=C1 (4-fluoro-2',4'-dimethylbenzophenone). Yield: 78.0%. Reaction SMILES: Cl[C:2]1[CH:17]=[CH:16][C:5]([C:6]([C:8]2[CH:13]=[CH:12][C:11]([CH3:14])=[CH:10][C:9]=2[CH3:15])=[O:7])=[CH:4][CH:3]=1.[F-:18].[Cs+].CN1CCCC1=O.C1C=CC=CC=1>O>[F:18][C:2]1[CH:17]=[CH:16][C:5]([C:6]([C:8]2[CH:13]=[CH:12][C:11]([CH3:14])=[CH:10][C:9]=2[CH3:15])=[O:7])=[CH:4][CH:3]=1 |f:1.2|. Reported procedure: To a mixture of 12.2 g (0.05 mols) of 4-chloro-2',4'-dimethylbenzophenone, 12.1 g (0.08 mols) of cesium fluoride and 20 g of N-methylpyrrolidone were 5 ml of benzene added and water in the reaction system was removed together with benzene by azeotropy. The reaction was carried out under nitrogen atmosphere under reflux by heating while stirring for 15 hours. After cooling, the reaction product obtained was poured into 100 ml of water and then, extracted with 50 ml of diethyl ether and further wi... Reactants: FC1=C(C=CC=C1)[N+](=O)[O-] (2-fluoronitrobenzene), [H-].[Na+] (sodium hydride), resultant solution, CN1CCC(CC1)(O)C#C (1-methyl-4-ethynyl-4-hydroxypiperidine), Cl (hydrogen chloride). The solvent is O (water), CS(=O)C (dimethylsulfoxide). Run at time 5 minute. The product is Cl.CN1CCC(CC1)(OC1=C(C=CC=C1)[N+](=O)[O-])C#C (1-Methyl-4-ethynyl-4-(2-nitrophenoxy)piperidine hydrochloride). Yield: 54.8%. RXN SMILES: [H-].[Na+].[CH3:3][N:4]1[CH2:9][CH2:8][C:7]([C:11]#[CH:12])([OH:10])[CH2:6][CH2:5]1.F[C:14]1[CH:19]=[CH:18][CH:17]=[CH:16][C:15]=1[N+:20]([O-:22])=[O:21].[ClH:23]>CS(C)=O.O>[ClH:23].[CH3:3][N:4]1[CH2:9][CH2:8][C:7]([C:11]#[CH:12])([O:10][C:14]2[CH:19]=[CH:18][CH:17]=[CH:16][C:15]=2[N+:20]([O-:22])=[O:21])[CH2:6][CH2:5]1 |f:0.1,7.8|. Reported procedure: A suspension of 0.58 g of sodium hydride (59% in oil; washed three times with hexanes) in 15 ml of dimethylsulfoxide was heated at 80°-90° for 0.5 hour under nitrogen. The resultant solution was cooled in an ice bath and 2.0 g of 1-methyl-4-ethynyl-4-hydroxypiperidine was added. After five min, the mixture was cooled to 0° and a solution of 2.4 g of 2-fluoronitrobenzene was added dropwise. The mixture was stirred 1 hr at 0°, 3 hrs at room temperature, poured into water, extracted twice with ethe... The reactants are FC1=CC(=CC(=C1)[N+](=O)[O-])F (1,3-difluoro-5-nitrobenzene), C([O-])([O-])=O.[Cs+].[Cs+] (cesium carbonate), O (water). Solvent: FC1=CC=C(C=C1)O (4-fluorophenol), CC(=O)N(C)C (DMA), C(C)(=O)OCC (ethyl acetate). Conditions: temperature 50 celsius. Yields the product FC1=CC(=CC(=C1)[N+](=O)[O-])OC1=CC=C(C=C1)F (1-fluoro-3-(4-fluorophenoxy)-5-nitrobenzene). Yield: 296.7%. As a reaction SMILES: F[C:2]1[CH:7]=[C:6]([N+:8]([O-:10])=[O:9])[CH:5]=[C:4]([F:11])[CH:3]=1.[C:12](=[O:15])([O-])[O-].[Cs+].[Cs+].O>FC1C=CC(O)=CC=1.CC(N(C)C)=O.C(OCC)(=O)C>[F:11][C:4]1[CH:5]=[C:6]([N+:8]([O-:10])=[O:9])[CH:7]=[C:2]([O:15][C:12]2[CH:6]=[CH:5][C:4]([F:11])=[CH:3][CH:2]=2)[CH:3]=1 |f:1.2.3|. Reported procedure: Under an argon atmosphere and at room temperature, in a 500-mL pear-shaped evaporating flask, 4-fluorophenol (18.5 g) and 1,3-difluoro-5-nitrobenzene (25.0 g) were dissolved in DMA (300 mL). The reaction system was added with cesium carbonate (15.3 g) and stirred. The reaction system was then heated to 50° C., stirred for 3 hours, then heated to 65° C., stirred for 1 hour and further heated to 85° C. and stirred for 1 hour. The reaction solution was allowed to cool to room temperature, diluted w... Reactants: CC1(OB(OC1(C)C)C(=C)C)C (4,4,5,5-tetramethyl-2-(prop-1-en-2-yl)-1,3,2-dioxaborolane), IC1=CC=CC2=C1OC1=C2C=CC=C1 (4-Iododibenzo[b,d]furan), P(=O)([O-])([O-])[O-].[K+].[K+].[K+] (potassium phosphate). The reagents and catalysts are C=1C=CC(=CC1)/C=C/C(=O)/C=C/C2=CC=CC=C2.C=1C=CC(=CC1)/C=C/C(=O)/C=C/C2=CC=CC=C2.C=1C=CC(=CC1)/C=C/C(=O)/C=C/C2=CC=CC=C2.[Pd].[Pd] (Pd2(dba)3), COC=1C=CC=C(C1C=2C=CC=CC2P(C3CCCCC3)C4CCCCC4)OC (S-Phos). Run in O (water), O (water), C1(=CC=CC=C1)C (toluene). Yields the product C=C(C)C1=CC=CC2=C1OC1=C2C=CC=C1 (4-(prop-1-en-2-yl)dibenzo[b,d]furan). The yield is 81.9%. As a reaction SMILES: I[C:2]1[C:7]2[O:8][C:9]3[CH:14]=[CH:13][CH:12]=[CH:11][C:10]=3[C:6]=2[CH:5]=[CH:4][CH:3]=1.P([O-])([O-])([O-])=O.[K+].[K+].[K+].[CH3:23][C:24]1(C)[C:28](C)(C)OB(C(C)=C)O1>C1(C)C=CC=CC=1.O.C1C=CC(/C=C/C(/C=C/C2C=CC=CC=2)=O)=CC=1.C1C=CC(/C=C/C(/C=C/C2C=CC=CC=2)=O)=CC=1.C1C=CC(/C=C/C(/C=C/C2C=CC=CC=2)=O)=CC=1.[Pd].[Pd].COC1C=CC=C(OC)C=1C1C=CC=CC=1P(C1CCCCC1)C1CCCCC1>[CH2:23]=[C:24]([C:2]1[C:7]2[O:8][C:9]3[CH:14]=[CH:13][CH:12]=[CH:11][C:10]=3[C:6]=2[CH:5]=[CH:4][CH:3]=1)[CH3:28] |f:1.2.3.4,8.9.10.11.12|. Procedure details: 4-Iododibenzo[b,d]furan (25 g, 85.0 mmol) and potassium phosphate (58.7 g, 255 mmol) were dissolved in 500 mL of toluene and 50 mL of water. The reaction was purged with nitrogen for 20 minutes and then 4,4,5,5-tetramethyl-2-(prop-1-en-2-yl)-1,3,2-dioxaborolane (15.98 mL, 85 mmol), Pd2(dba)3 (1.55 g, 1.7 mmol) and S-Phos (2.79 g, 6.8 mmol) were added. The reaction was refluxed for 18 hours. After cooling the reaction to room temperature, 100 mL of water was added, the organic and aqueous layers ... Reactants: C=C1CC(=O)O1 (diketene), C1(=CC(=CC=C1)N)N (1,3-phenylene diamine), C=C1CC(=O)O1 (diketene). The solvent is C(C)(=O)O (acetic acid). Reaction conditions: temperature 15 celsius. The product is O=C1CNC2=CC(=CC=C2C1C)NC(CC(=O)C)=O (1,2-dihydro-3oxo-4-methyl-7-acetoacetamido-quinoline). The yield is 83.0%. RXN SMILES: [C:1]1([NH2:8])[CH:6]=[CH:5][CH:4]=[C:3]([NH2:7])[CH:2]=1.[CH2:9]=[C:10]1[O:14][C:12](=[O:13])[CH2:11]1>C(O)(=O)C>[O:14]=[C:10]1[CH:11]([CH3:12])[C:4]2[C:3](=[CH:2][C:1]([NH:8][C:12](=[O:13])[CH2:11][C:10]([CH3:9])=[O:14])=[CH:6][CH:5]=2)[NH:7][CH2:9]1. Reported procedure: 129.6 gm of at least 98 percent pure 1,3-phenylene diamine (melting point: 60° to 62° C) and 750 ml of 10 percent acetic acid were placed in a sulfurizing flask, equipped with an anchor bolt, reflux cooler, drip funnel, thermometer and water bath. 211.2 gm of diketene were allowed to drip into the reaction mixture over the course of 1.5 hours at room temperature. The reaction was stirred during the addition. The temperature, with the aid of the reaction heat, was allowed to rise to 60° to 65° C....